Dataset: the Open Reaction Database (ORD), a public repository of structured organic reaction records. Task: describe an organic reaction: reactants, conditions, products, and yield Starting materials: BrB(Br)Br, ClCCl, CNS(=O)(=O)c1ccc(Oc2cc(OC(C)COC)cc(-c3ccc(C4=NCC(C)O4)[nH]3)c2)cn1, [Na+], O=C([O-])O. Product: CNS(=O)(=O)c1ccc(Oc2cc(OC(C)CO)cc(-c3ccc(C4=NCC(C)O4)[nH]3)c2)cn1. Reaction SMILES: [B:36]([Br:37])([Br:38])[Br:39].[CH2:45]([Cl:46])[Cl:47].[CH3:1][O:2][CH2:3][CH:4]([O:5][c:6]1[cH:7][c:8]([O:9][c:10]2[cH:11][cH:12][c:13]([S:16](=[O:17])(=[O:18])[NH:19][CH3:20])[n:14][cH:15]2)[cH:21][c:22](-[c:24]2[nH:25][c:26]([C:29]3=[N:33][CH2:32][CH:31]([CH3:34])[O:30]3)[cH:27][cH:28]2)[cH:23]1)[CH3:35].[Na+:40].[OH:41][C:42](=[O:43])[O-:44]>>[OH:2][CH2:3][CH:4]([O:5][c:6]1[cH:7][c:8]([O:9][c:10]2[cH:11][cH:12][c:13]([S:16](=[O:17])(=[O:18])[NH:19][CH3:20])[n:14][cH:15]2)[cH:21][c:22](-[c:24]2[nH:25][c:26]([C:29]3=[N:33][CH2:32][CH:31]([CH3:34])[O:30]3)[cH:27][cH:28]2)[cH:23]1)[CH3:35]. The reactants are C1=C(C=CC2=CC=CC=C12)CN1[C@H](CCC1=O)C(=O)O ((R)-1-naphthalen-2-ylmethyl-5-oxo-pyrrolidine-2-carboxylic acid), O=[N-] (ketoamide), NC(C(C(=O)N)O)CC1=CC=CC=C1 (3-amino-2-hydroxy-4-phenylbutanamide), O[NH-] (hydroxyamide). The product is NC(C(C(CC1=CC=CC=C1)NC(=O)[C@@H]1N(C(CC1)=O)CC1=CC2=CC=CC=C2C=C1)=O)=O ((2R)—N-(4-Amino-3,4-dioxo-1-phenylbutan-2-yl)-1-(naphthalen-2-ylmethyl)-5-oxopyrrolidine-2-carboxamide). Reaction SMILES: [CH:1]1[C:10]2[C:5](=[CH:6][CH:7]=[CH:8][CH:9]=2)[CH:4]=[CH:3][C:2]=1[CH2:11][N:12]1[C:16](=[O:17])[CH2:15][CH2:14][C@@H:13]1[C:18]([OH:20])=O.[NH2:21][CH:22]([CH2:28][C:29]1[CH:34]=[CH:33][CH:32]=[CH:31][CH:30]=1)[CH:23]([OH:27])[C:24]([NH2:26])=[O:25].O[NH-].O=[N-]>>[NH2:26][C:24](=[O:25])[C:23](=[O:27])[CH:22]([NH:21][C:18]([C@H:13]1[CH2:14][CH2:15][C:16](=[O:17])[N:12]1[CH2:11][C:2]1[CH:3]=[CH:4][C:5]2[C:10](=[CH:9][CH:8]=[CH:7][CH:6]=2)[CH:1]=1)=[O:20])[CH2:28][C:29]1[CH:30]=[CH:31][CH:32]=[CH:33][CH:34]=1. Procedure: Coupling of (R)-1-naphthalen-2-ylmethyl-5-oxo-pyrrolidine-2-carboxylic acid with 3-amino-2-hydroxy-4-phenylbutanamide and oxidation of the resulting hydroxyamide intermediate to the corresponding ketoamide. Starting materials: C(C)OC(C#CC1=C(C=CC=C1)OC)=O ((2-methoxy-phenyl)-propynoic acid ethyl ester), C(C)(C)(C)OC(=O)N1CCCC2=CC=C(N=C12)CCOC=1C=C2C=CNC2=CC1 (7-[2-(1H-Indol-5-yloxy)-ethyl]-3,4-dihydro-2H-[1,8]naphthyridine-1-carboxylic acid tert-butyl ester), C30H32N3O4. Product: C(C)(C)(C)OC(=O)N1CCCC2=CC=C(N=C12)CCOC=1C=C2C=CN(C2=CC1)C(=CC(=O)OCC)C1=C(C=CC=C1)OC (7-(2-{1-[2-Ethoxycarbonyl-1-(2-methoxy-phenyl)-vinyl]-1H-indol-5-yloxy}-ethyl)-3,4-dihydro-2H-[1,8]naphthyridine-1-carboxylic acid tert-butyl ester). Yield: 80.0%. Reaction SMILES: [CH2:1]([O:3][C:4](=[O:15])[C:5]#[C:6][C:7]1[CH:12]=[CH:11][CH:10]=[CH:9][C:8]=1[O:13][CH3:14])[CH3:2].[C:16]([O:20][C:21]([N:23]1[C:32]2[C:27](=[CH:28][CH:29]=[C:30]([CH2:33][CH2:34][O:35][C:36]3[CH:37]=[C:38]4[C:42](=[CH:43][CH:44]=3)[NH:41][CH:40]=[CH:39]4)[N:31]=2)[CH2:26][CH2:25][CH2:24]1)=[O:22])([CH3:19])([CH3:18])[CH3:17]>>[C:16]([O:20][C:21]([N:23]1[C:32]2[C:27](=[CH:28][CH:29]=[C:30]([CH2:33][CH2:34][O:35][C:36]3[CH:37]=[C:38]4[C:42](=[CH:43][CH:44]=3)[N:41]([C:6]([C:7]3[CH:12]=[CH:11][CH:10]=[CH:9][C:8]=3[O:13][CH3:14])=[CH:5][C:4]([O:3][CH2:1][CH3:2])=[O:15])[CH:40]=[CH:39]4)[N:31]=2)[CH2:26][CH2:25][CH2:24]1)=[O:22])([CH3:19])([CH3:17])[CH3:18]. Procedure details: The title compound was synthesized from (2-methoxy-phenyl)-propynoic acid ethyl ester and 7-[2-(1H-Indol-5-yloxy)-ethyl]-3,4-dihydro-2H-[1,8]naphthyridine-1-carboxylic acid tert-butyl ester using the procedure described in Example 16, step (d1), in a 80% yield as an E/Z isomeric mixture. 1H NMR (CDCl3) [E/Z mixture] δ 7.45 (m, 1H), 7.28-6.95 (m, 4H), 6.85-6.60 (m, 4H), 6.49 (m, 2H), 6.25 (s, 1H), 4.39 (m, 2H), 4.09 (q, 2H, J=7.2 Hz), 3.68 (s, 2H), 3.58 (s, 1H), 3.80 (m, 2H), 3.20 (m, 2H), 2.70 (... The reactants are CC(=O)[O-], CC(=O)[O-], CCCCCCC=CCC(O)CCCCCCC, CCOC(=O)C(Cl)Sc1ccccc1, Cl, O, O, [Zn+2], c1ccccc1. Yields the product CCCCCCC=CCC(CCCCCCC)OC(Sc1ccccc1)C(=O)OCC. Reaction SMILES: [C:42]([O-:43])(=[O:44])[CH3:45].[C:47]([O-:48])(=[O:49])[CH3:50].[CH3:15][CH2:16][CH2:17][CH2:18][CH2:19][CH2:20][CH:21]=[CH:22][CH2:23][CH:24]([CH2:25][CH2:26][CH2:27][CH2:28][CH2:29][CH2:30][CH3:31])[OH:32].[Cl:1][CH:2]([C:3](=[O:4])[O:5][CH2:6][CH3:7])[S:8][c:9]1[cH:10][cH:11][cH:12][cH:13][cH:14]1.[ClH:33].[OH2:40].[OH2:41].[Zn+2:46].[cH:34]1[cH:35][cH:36][cH:37][cH:38][cH:39]1>>[CH:2]([C:3](=[O:4])[O:5][CH2:6][CH3:7])([S:8][c:9]1[cH:10][cH:11][cH:12][cH:13][cH:14]1)[O:32][CH:24]([CH2:23][CH:22]=[CH:21][CH2:20][CH2:19][CH2:18][CH2:17][CH2:16][CH3:15])[CH2:25][CH2:26][CH2:27][CH2:28][CH2:29][CH2:30][CH3:31]. The reactants are C(C)C=1C=C(C=CC1O)C1=CC=CC(=N1)C(=O)OC (methyl 6-(3-ethyl-4-hydroxyphenyl)pyridine-2-carboxylate), C([O-])([O-])=O.[K+].[K+] (potassium carbonate), CI (methyl iodide). The solvent is CN(C)C=O (DMF). Run at temperature 70 celsius, time 2 hour. The product is C(C)C=1C=C(C=CC1OC)C1=CC=CC(=N1)C(=O)OC (methyl 6-(3-ethyl-4-methoxyphenyl)pyridine-2-carboxylate). As a reaction SMILES: [CH2:1]([C:3]1[CH:4]=[C:5]([C:10]2[N:15]=[C:14]([C:16]([O:18][CH3:19])=[O:17])[CH:13]=[CH:12][CH:11]=2)[CH:6]=[CH:7][C:8]=1[OH:9])[CH3:2].[C:20](=O)([O-])[O-].[K+].[K+].CI>CN(C=O)C>[CH2:1]([C:3]1[CH:4]=[C:5]([C:10]2[N:15]=[C:14]([C:16]([O:18][CH3:19])=[O:17])[CH:13]=[CH:12][CH:11]=2)[CH:6]=[CH:7][C:8]=1[O:9][CH3:20])[CH3:2] |f:1.2.3|. Procedure: To a DMF solution of methyl 6-(3-ethyl-4-hydroxyphenyl)pyridine-2-carboxylate were added potassium carbonate and methyl iodide, and the whole was stirred at an oil bath temperature of 70° C. for 2 hours to obtain methyl 6-(3-ethyl-4-methoxyphenyl)pyridine-2-carboxylate, which was then stirred in methanol and a 1M aqueous sodium hydroxide solution at an oil bath temperature of 60° C. for 1 hour to obtain an objective compound. The reactants are [OH-].[K+] (potassium hydroxide), ClC1=CC=C(OC=2C=CC=C(C2O)C)C=C1 (6-(4-chlorophenoxy)-o-cresol), S(=O)(=O)(OC)OC (dimethyl sulfate). Solvent: O (water). Yields the product COC1=C(C=CC=C1C)OC1=CC=C(C=C1)Cl (4-chlorophenyl 2-methoxy-3-methylphenyl ether). RXN SMILES: [OH-].[K+].[Cl:3][C:4]1[CH:18]=[CH:17][C:7]([O:8][C:9]2[CH:10]=[CH:11][CH:12]=[C:13]([CH3:16])[C:14]=2[OH:15])=[CH:6][CH:5]=1.S(OC)(O[CH3:23])(=O)=O>O>[CH3:23][O:15][C:14]1[C:13]([CH3:16])=[CH:12][CH:11]=[CH:10][C:9]=1[O:8][C:7]1[CH:6]=[CH:5][C:4]([Cl:3])=[CH:18][CH:17]=1 |f:0.1|. Reported procedure: An aqueous solution (25 ml) of potassium hydroxide (7.5 g) was added to a mixture of 6-(4-chlorophenoxy)-o-cresol (10.5 g) and dimethyl sulfate (8.6 ml) with stirring at room temperature, and refluxed under heating for an hour. After cooling, water was added to the reaction mixture and extracted with n-hexane. The extract was washed with water, dried over magnesium sulfate and evaporated to give oily 4-chlorophenyl 2-methoxy-3-methylphenyl ether (10.7 g).